Dataset: the Open Reaction Database (ORD), a public repository of structured organic reaction records. Task: describe an organic reaction: reactants, conditions, products, and yield Starting materials: CC1c2c(ncnc2Oc2ccc3c(ccn3C(=O)Nc3cccc(C(F)(F)F)c3)c2)CN1C(=O)OC(C)(C)C, ClCCl, O=C(O)C(F)(F)F. The product is CC1NCc2ncnc(Oc3ccc4c(ccn4C(=O)Nc4cccc(C(F)(F)F)c4)c3)c21. RXN SMILES: [C:1]([O:2][C:3](=[O:4])[N:8]1[CH2:9][c:10]2[n:11][cH:12][n:13][c:14]([O:18][c:19]3[cH:20][c:21]4[cH:22][cH:23][n:24]([C:28]([NH:29][c:30]5[cH:31][c:32]([C:36]([F:37])([F:38])[F:39])[cH:33][cH:34][cH:35]5)=[O:40])[c:25]4[cH:26][cH:27]3)[c:15]2[CH:16]1[CH3:17])([CH3:5])([CH3:6])[CH3:7].[Cl:48][CH2:49][Cl:50].[F:41][C:42]([F:43])([F:44])[C:45]([OH:46])=[O:47]>>[NH:8]1[CH2:9][c:10]2[n:11][cH:12][n:13][c:14]([O:18][c:19]3[cH:20][c:21]4[cH:22][cH:23][n:24]([C:28]([NH:29][c:30]5[cH:31][c:32]([C:36]([F:37])([F:38])[F:39])[cH:33][cH:34][cH:35]5)=[O:40])[c:25]4[cH:26][cH:27]3)[c:15]2[CH:16]1[CH3:17]. The reactants are FC(C1=CC=C(C=C1)C=1C=C(CCl)C=CC1)(F)F (3-(4-Trifluoromethylphenyl)-benzyl chloride), OC1=CC=C(C=C1)C(CC(=O)OC)C=1SC=CC1C ((+/−)-Methyl 3-(4-hydroxyphenyl)-3-(3-methylthiophen-2-yl)propanoate), C(=O)([O-])[O-].[Cs+].[Cs+] (Cs2CO3). The solvent is CC(=O)C (acetone). Run at temperature 50 celsius, time 16 hour. Yields the product FC(C1=C(C=C(C=C1)C1=CC=CC=C1)COC1=CC=C(C=C1)C(CC(=O)O)C=1SC=CC1C)(F)F ((+/−)-3-[4-(4-Trifluoromethyl-biphenyl-3-ylmethoxy)-phenyl]-3-(3-methylthiophen-2-yl)-propionic acid). The yield is 85.9%. RXN SMILES: [F:1][C:2]([F:18])([F:17])[C:3]1[CH:8]=[CH:7][C:6]([C:9]2[CH:10]=[C:11]([CH:14]=[CH:15][CH:16]=2)CCl)=[CH:5][CH:4]=1.[OH:19][C:20]1[CH:25]=[CH:24][C:23]([CH:26]([C:32]2[S:33][CH:34]=[CH:35][C:36]=2[CH3:37])[CH2:27][C:28]([O:30]C)=[O:29])=[CH:22][CH:21]=1.[C:38]([O-])([O-])=O.[Cs+].[Cs+]>CC(C)=O>[F:18][C:2]([F:1])([F:17])[C:3]1[CH:4]=[CH:5][C:6]([C:9]2[CH:16]=[CH:15][CH:14]=[CH:11][CH:10]=2)=[CH:7][C:8]=1[CH2:38][O:19][C:20]1[CH:25]=[CH:24][C:23]([CH:26]([C:32]2[S:33][CH:34]=[CH:35][C:36]=2[CH3:37])[CH2:27][C:28]([OH:30])=[O:29])=[CH:22][CH:21]=1 |f:2.3.4|. Procedure: Benzyl chloride 2.3 (113 mg, 0.434 mmol) and phenol 54.1 (100 mg, 0.362 mmol) were dissolved in acetone (1 mL) and treated with Cs2CO3 (371 mg, 1.14 mmol). The reaction was stirred at 50° C. for 16 h, filtered and concentrated. The residue was purified by column chromatography (silica gel, 30% to 60% ethyl acetate in hexanes). Eluant containing desired compound was concentrated and dissolved in a THF/MeOH/2N LiOH(aq) (1:1:1) solution (2 mL). The mixture was stirred at room temperature for 90 min... The product is C(=O)(O)C1=CC=C(S1)C=1SC(=CC1)C=1SC=CC1 (5-carboxy-2,2':5',2"-terthiophene). Starting materials: CrO3 H2O H2SO4, C(=O)C1=CC=C(S1)C=1SC(=CC1)C=1SC=CC1 (5-formyl-2,2':5',2"-terthiophene), O (water). Isolated yield 51.0%. RXN SMILES: [CH:1]([C:3]1[S:7][C:6]([C:8]2[S:9][C:10]([C:13]3[S:14][CH:15]=[CH:16][CH:17]=3)=[CH:11][CH:12]=2)=[CH:5][CH:4]=1)=[O:2].[OH2:18]>CC(C)=O>[C:1]([C:3]1[S:7][C:6]([C:8]2[S:9][C:10]([C:13]3[S:14][CH:15]=[CH:16][CH:17]=3)=[CH:11][CH:12]=2)=[CH:5][CH:4]=1)([OH:18])=[O:2]. Conditions: temperature 15 celsius, time 4 hour. Run in CC(=O)C (acetone). Reported procedure: 0.27 g of 5-formyl-2,2':5',2"-terthiophene was dissolved in 50 ml of acetone and the temperature thereof was maintained at 15° C. CrO3 /H2O/H2SO4 solution (0.9 g/12 ml/0.2 ml) was dropped in slowly and stirred for 4 hours at 40° C. Then 50 ml of water was dropped in slowly, and the solution was filtered, washed with water, dried and a yellowish solid was thus obtained. After washed with chloroform, 150 mg of product was obtained and the melting point thereof was 239°-240° C. (yield: 51%). Starting materials: CCO, NN, O=C1c2ccccc2C(=O)N1Cc1nc2ncncc2c(=O)[nH]1, O. Product: NCc1nc2ncncc2c(=O)[nH]1. Reaction SMILES: [CH3:27][CH2:28][OH:29].[NH2:25][NH2:26].[O:1]=[c:2]1[nH:3][c:4]([CH2:12][N:13]2[C:14](=[O:15])[c:16]3[c:17]([cH:18][cH:19][cH:20][cH:21]3)[C:22]2=[O:23])[n:5][c:6]2[n:7][cH:8][n:9][cH:10][c:11]12.[OH2:24]>>[O:1]=[c:2]1[nH:3][c:4]([CH2:12][NH2:13])[n:5][c:6]2[n:7][cH:8][n:9][cH:10][c:11]12. Reactants: ClC=1C=C(OC2=CC=C(C=C2)N)C=CC1Cl (4-(3,4-Dichlorophenoxy)benzenamine), ClC(=O)OCC (Ethyl chloroformate). Solvent: N1=CC=CC=C1 (pyridine). Run at temperature 5 celsius, time 30 minute. The product is ClC=1C=C(OC2=CC=C(C=C2)NC(OCC)=O)C=CC1Cl (ethyl [4-(3,4-dichlorophenoxy)phenyl]-carbamate). As a reaction SMILES: [Cl:1][C:2]1[CH:3]=[C:4]([CH:13]=[CH:14][C:15]=1[Cl:16])[O:5][C:6]1[CH:11]=[CH:10][C:9]([NH2:12])=[CH:8][CH:7]=1.Cl[C:18]([O:20][CH2:21][CH3:22])=[O:19]>N1C=CC=CC=1>[Cl:1][C:2]1[CH:3]=[C:4]([CH:13]=[CH:14][C:15]=1[Cl:16])[O:5][C:6]1[CH:7]=[CH:8][C:9]([NH:12][C:18](=[O:19])[O:20][CH2:21][CH3:22])=[CH:10][CH:11]=1. Procedure details: 4-(3,4-Dichlorophenoxy)benzenamine (0.1 mole) and pyridine (50 ml) are charged into a glass reaction vessel fitted with a mechanical stirrer and thermometer and are cooled to about 5° C. Ethyl chloroformate (0.125 mole) is added, with stirring, at about 5° C. Stirring is continued for a period of about 30 minutes at about 5° C., then for an additional 16 hours at room temperature. The mixture is then washed with 2 portions of water (50 ml), dried and the solvent is then removed to yield the desi...